This data is from the Open Reaction Database (ORD), a public repository of structured organic reaction records. The task is: describe an organic reaction: reactants, conditions, products, and yield The reactants are O=C([O-])[O-], CCCCCCCCBr, [Cu], [K+], [K+], CN(C)C=O, COC(=O)CCCc1ccc(O)c(-c2cc(CCCC(=O)OC)ccc2O)c1. Yields the product CCCCCCCCOc1ccc(CCCC(=O)OC)cc1-c1cc(CCCC(=O)OC)ccc1O. RXN SMILES: [C:38](=[O:39])([O-:40])[O-:41].[CH2:29]([CH2:30][CH2:31][CH2:32][CH2:33][CH2:34][CH2:35][CH3:36])[Br:37].[Cu:44].[K+:42].[K+:43].[O:45]=[CH:46][N:47]([CH3:48])[CH3:49].[OH:1][c:2]1[c:3](-[c:15]2[c:16]([OH:28])[cH:17][cH:18][c:19]([CH2:21][CH2:22][CH2:23][C:24](=[O:25])[O:26][CH3:27])[cH:20]2)[cH:4][c:5]([CH2:8][CH2:9][CH2:10][C:11](=[O:12])[O:13][CH3:14])[cH:6][cH:7]1>>[O:1]([c:2]1[c:3](-[c:15]2[c:16]([OH:28])[cH:17][cH:18][c:19]([CH2:21][CH2:22][CH2:23][C:24](=[O:25])[O:26][CH3:27])[cH:20]2)[cH:4][c:5]([CH2:8][CH2:9][CH2:10][C:11](=[O:12])[O:13][CH3:14])[cH:6][cH:7]1)[CH2:29][CH2:30][CH2:31][CH2:32][CH2:33][CH2:34][CH2:35][CH3:36]. Reactants: ClC1=CC=C(C=C1)C1CCN(CC1)C(CCC(=O)C1=CC=C2CCN(CC2=C1)C(C(F)(F)F)=O)=O (4-[4-(4-chlorophenyl)-1-piperidinyl]-4-oxo-1-[2-(trifluoroacetyl)-1,2,3,4-tetrahydro-7-isoquinolinyl]-1-butanone), C([O-])([O-])=O.[K+].[K+] (potassium carbonate), O (water). Solvent: CO (methanol). Yields the product ClC1=CC=C(C=C1)C1CCN(CC1)C(CCC(=O)C1=CC=C2CCNCC2=C1)=O (4-[4-(4-Chlorophenyl)-1-piperidinyl]-4-oxo-1-(1,2,3,4-tetrahydro-7-isoquinolinyl]-1-butanone). The yield is 90.8%. As a reaction SMILES: [Cl:1][C:2]1[CH:7]=[CH:6][C:5]([CH:8]2[CH2:13][CH2:12][N:11]([C:14](=[O:35])[CH2:15][CH2:16][C:17]([C:19]3[CH:28]=[C:27]4[C:22]([CH2:23][CH2:24][N:25](C(=O)C(F)(F)F)[CH2:26]4)=[CH:21][CH:20]=3)=[O:18])[CH2:10][CH2:9]2)=[CH:4][CH:3]=1.C(=O)([O-])[O-].[K+].[K+].O>CO>[Cl:1][C:2]1[CH:3]=[CH:4][C:5]([CH:8]2[CH2:13][CH2:12][N:11]([C:14](=[O:35])[CH2:15][CH2:16][C:17]([C:19]3[CH:28]=[C:27]4[C:22]([CH2:23][CH2:24][NH:25][CH2:26]4)=[CH:21][CH:20]=3)=[O:18])[CH2:10][CH2:9]2)=[CH:6][CH:7]=1 |f:1.2.3|. Procedure details: A solution of 4-[4-(4-chlorophenyl)-1-piperidinyl]-4-oxo-1-[2-(trifluoroacetyl)-1,2,3,4-tetrahydro-7-isoquinolinyl]-1-butanone (1.1 g, 2.17 mmol) and potassium carbonate (900 mg, 6.5 mmol) in a mixed solvent of water (10 ml) and methanol (40 ml) was stirred at room temperature for 2 hours and then extracted with ethyl acetate. The extract was washed with a saturated saline solution and dried over anhydrous magnesium sulfate. The solvent was distilled away under reduced pressure, whereby 810 mg o... Starting materials: P(=O)(OC1=CC=CC=C1)(OC1=CC=CC=C1)Cl (diphenyl chlorophosphate), C(C)(C)N(C(C)C)CC (N,N-diisopropylethylamine), O1CCCC1 (tetrahydrofuran), C(C)(=O)SCCCC#N (4-acetylmercaptobutyronitrile), allyl (4R,5R,6S)-4-(2"-azidoethyl)-6-[(1'R)-1'-tert-butyldimethylsilyloxyethyl]-3,7-dioxo, 0heptane-2-carboxylate, diazo, 4-N,N-dimethylaminopyridine. Run in C(C)#N (acetonitrile). Yields the product C(C)(C)N(C(C)C)CC (N,N-Diisopropylethylamine), SCCCC#N (4-mercaptobutyronitrile). RXN SMILES: P(Cl)(OC1C=CC=CC=1)(OC1C=CC=CC=1)=O.[CH:18]([N:21]([CH2:25][CH3:26])[CH:22]([CH3:24])[CH3:23])([CH3:20])[CH3:19].O1CCCC1.C([S:35][CH2:36][CH2:37][CH2:38][C:39]#[N:40])(=O)C>C(#N)C>[CH:18]([N:21]([CH2:25][CH3:26])[CH:22]([CH3:24])[CH3:23])([CH3:20])[CH3:19].[SH:35][CH2:36][CH2:37][CH2:38][C:39]#[N:40]. Procedure details: A solution of allyl (4R,5R,6S)-4-(2"-azidoethyl)-6-[(1'R)-1'-tert-butyldimethylsilyloxyethyl]-3,7-dioxo-1-azabicyclo[3.2.0heptane-2-carboxylate (6.46 mmol, prepared by cyclization of 3.0 g, 6.46 mmol of the diazo precursor prepared in Example 2, Step E) in dry acetonitrile (50 mL) was treated at -15° C. and under Argon with diphenyl chlorophosphate (1.4 mL, 6.75 mmol) and N,N-diisopropylethylamine (1.2 mL, 6.9 mmol) added simultaneously over 5 min. A small crystal of 4-N,N-dimethylaminopyridine ...